Dataset: the Open Reaction Database (ORD), a public repository of structured organic reaction records. Task: describe an organic reaction: reactants, conditions, products, and yield Product: Cc1cc(OC(=O)C(C)(C)C)cc(C)c1O. The reactants are CC(C)(C)C(=O)Cl, Cc1cc(O)cc(C)c1O, ClCCl, c1ccncc1. RXN SMILES: [C:11]([C:12]([CH3:13])([CH3:14])[CH3:15])(=[O:16])[Cl:17].[CH3:1][c:2]1[c:3]([OH:10])[c:4]([CH3:9])[cH:5][c:6]([OH:8])[cH:7]1.[Cl:24][CH2:25][Cl:26].[cH:18]1[cH:19][cH:20][n:21][cH:22][cH:23]1>>[CH3:1][c:2]1[c:3]([OH:10])[c:4]([CH3:9])[cH:5][c:6]([O:8][C:11]([C:12]([CH3:13])([CH3:14])[CH3:15])=[O:16])[cH:7]1.